This data is from the Open Reaction Database (ORD), a public repository of structured organic reaction records. The task is: describe an organic reaction: reactants, conditions, products, and yield Product: ClC1=NC=NN2C1=C(C(=C2)C(=O)OC)CC (methyl 4-chloro-5-ethylpyrrolo[2,1-f][1,2,4]triazine-6-carboxylate). Procedure: A 1 L round bottomed flask was charged with methyl 5-ethyl-4-oxo-3,4-dihydro-pyrrolo[2,1-f][1,2,4]triazine-6-carboxylate (25.0 g, 113 mmol), toluene (375 mL) and diisopropylethylamine (11.8 g, 91.6 mmol). Phosphorous oxychloride (20.7 g, 135 mmol) was then added drop-wise at room temperature (exothermic). Once the addition was complete the reaction mixture was heated to 100° C. for 20 hrs. Analysis of an aliquot by HPLC indicated that the starting material had been completely consumed (Rt starti... Run in C1(=CC=CC=C1)C (toluene). Conditions: temperature 100 celsius, time 30 minute. Isolated yield 112.6%. Starting materials: C(C)C=1C(=CN2N=CNC(C21)=O)C(=O)OC (methyl 5-ethyl-4-oxo-3,4-dihydro-pyrrolo[2,1-f][1,2,4]triazine-6-carboxylate), C(C)(C)N(CC)C(C)C (diisopropylethylamine), P(=O)(Cl)(Cl)Cl (Phosphorous oxychloride). RXN SMILES: [CH2:1]([C:3]1[C:4]([C:13]([O:15][CH3:16])=[O:14])=[CH:5][N:6]2[C:11]=1[C:10](=O)[NH:9][CH:8]=[N:7]2)[CH3:2].C(N(C(C)C)CC)(C)C.P(Cl)(Cl)([Cl:28])=O>C1(C)C=CC=CC=1>[Cl:28][C:10]1[C:11]2=[C:3]([CH2:1][CH3:2])[C:4]([C:13]([O:15][CH3:16])=[O:14])=[CH:5][N:6]2[N:7]=[CH:8][N:9]=1. The reactants are COC(C1=C(C(=CC(=C1)[N+](=O)[O-])[N+](=O)[O-])C)=S (3,5-dinitro-2-methylthiobenzoic acid methyl ester). Reagents/catalysts: [Fe] (iron). Yields the product COC(C1=C(C(=CC(=C1)N)N)C)=S (3,5-diamino-2-methylthiobenzoic acid methyl ester). As a reaction SMILES: [CH3:1][O:2][C:3](=[S:17])[C:4]1[CH:9]=[C:8]([N+:10]([O-])=O)[CH:7]=[C:6]([N+:13]([O-])=O)[C:5]=1[CH3:16]>[Fe]>[CH3:1][O:2][C:3](=[S:17])[C:4]1[CH:9]=[C:8]([NH2:10])[CH:7]=[C:6]([NH2:13])[C:5]=1[CH3:16]. Procedure: Using the method described in Example 1.30, 3,5-dinitro-2-methylthiobenzoic acid methyl ester is reduced using iron turnings to give the title compound which has a melting point of 102°-104° C.